Dataset: the Open Reaction Database (ORD), a public repository of structured organic reaction records. Task: describe an organic reaction: reactants, conditions, products, and yield The reactants are O (water), FC=1C=C(C#N)C=CC1F (3,4-difluorobenzonitrile), C(C)#N (acetonitrile), [OH-].[K+] (potassium hydroxide), C(C)C=1C=C(C(=CC1F)OC)O (4-Ethyl-5-fluoroguaiacol). The product is C(C)C1=CC(=C(OC2=C(C=C(C#N)C=C2)F)C=C1F)OC (4-(4-Ethyl-5-fluoro-2-methoxyphenoxy)-3-fluorobenzonitrile). RXN SMILES: [F:1][C:2]1[CH:3]=[C:4]([CH:7]=[CH:8][C:9]=1F)[C:5]#[N:6].[CH2:11]([C:13]1[CH:14]=[C:15]([OH:22])[C:16]([O:20]C)=[CH:17][C:18]=1[F:19])[CH3:12].[OH-].[K+].O.[C:26](#N)C>>[CH2:11]([C:13]1[C:18]([F:19])=[CH:17][C:16]([O:20][C:9]2[CH:8]=[CH:7][C:4]([C:5]#[N:6])=[CH:3][C:2]=2[F:1])=[C:15]([O:22][CH3:26])[CH:14]=1)[CH3:12] |f:2.3|. Procedure: To 3,4-difluorobenzonitrile (12.26 g) dissolved in acetonitrile (10 volumes) was added 4-ethyl-5-fluoroguaiacol (15 g; which may be prepared as hereinbefore described for D2). Then, potassium hydroxide (0.33 parts) was added and the reaction mixture was refluxed for 7 hours. Once the reaction complete, the temperature was lowered to 20° C., water (2.5 volumes) was added and the phases separated. The organic phase was stored at RT until used in the next step. Starting materials: FC=1C=NC=C(C(=NO)Cl)C1 (5-Fluoro-N-hydroxynicotinimidoyl chloride), C(#C)C1=CC(=C(C=C1)F)C (4-ethynyl-1-fluoro-2-methylbenzene), N (NH3). The product is FC1=C(C=C(C=C1)C1=CC(=NO1)C=1C=NC=C(C1)F)C (5-(4-Fluoro-3-methylphenyl)-3-(5-fluoropyridin-3-yl)isoxazole). As a reaction SMILES: [F:1][C:2]1[CH:3]=[N:4][CH:5]=[C:6]([CH:11]=1)[C:7](Cl)=[N:8][OH:9].[C:12]([C:14]1[CH:19]=[CH:18][C:17]([F:20])=[C:16]([CH3:21])[CH:15]=1)#[CH:13].N>>[F:20][C:17]1[CH:18]=[CH:19][C:14]([C:12]2[O:9][N:8]=[C:7]([C:6]3[CH:5]=[N:4][CH:3]=[C:2]([F:1])[CH:11]=3)[CH:13]=2)=[CH:15][C:16]=1[CH3:21]. Procedure details: The titled compound was prepared according to Method CB using the product of Example 28B (88 mg, 0.5 mmol) and 4-ethynyl-1-fluoro-2-methylbenzene (Aldrich, 67 mg, 0.5 mmol). 1H NMR (300 MHz, MeOH-d4) δ 2.37 (d, J=2.0 Hz, 3H), 7.21 (t, J=8.9 Hz, 1H), 7.33 (s, 1H), 7.73-7.80 (m, 1H), 7.83 (dd, J=6.6, 1.9 Hz, 1H), 8.16 (ddd, J=9.2, 2.7, 1.7 Hz, 1H), 8.60 (d, J=2.7 Hz, 1H), 8.96 (t, J=1.5 Hz, 1 H) ppm; MS (DCI/NH3) m/z 273 (M+H)+. Starting materials: N1=C(C=CC=C1)C(=O)O (picolinic acid), C([O-])([O-])=O.[Cs+].[Cs+] (Cesium carbonate), BrC1=NC=C(C=C1)Cl (2-bromo-5-chloropyridine), C(CC(=O)OCC)(=O)OCC (diethyl malonate). Reagents/catalysts: [Cu-]=O (copper (I) oxide). The solvent is O1CCOCC1 (1,4-dioxane). Run at temperature 130 celsius, time 24 hour. Product: ClC=1C=CC(=NC1)CC(=O)OCC (Ethyl (5-chloropyridin-2-yl)acetate). Isolated yield 54.9%. As a reaction SMILES: C(=O)([O-])[O-].[Cs+].[Cs+].Br[C:8]1[CH:13]=[CH:12][C:11]([Cl:14])=[CH:10][N:9]=1.C(OCC)(=O)[CH2:16][C:17]([O:19][CH2:20][CH3:21])=[O:18].N1C=CC=CC=1C(O)=O>O1CCOCC1.[Cu-]=O>[Cl:14][C:11]1[CH:12]=[CH:13][C:8]([CH2:16][C:17]([O:19][CH2:20][CH3:21])=[O:18])=[N:9][CH:10]=1 |f:0.1.2|. Procedure details: Cesium carbonate (71 g, 218 mmol) was added to 2-bromo-5-chloropyridine (14 g, 73 mmol) and diethyl malonate (22 mL, 145 mmol) in dry 1,4-dioxane (280 mL) and the solution was degassed with argon for 30 minutes. Then copper (I) oxide (2.8 g, 14.55 mmol) and picolinic acid (3.6 g, 29 mmol) were added and the mixture was stirred in a sealed vessel at 130° C. for 24 hours. The mixture was cooled to room temperature, quenched with water (100 mL) and extracted with EtOAc (3×100 mL). The organic extra... The reactants are Cuprous bromide, ClC1=C(C(=O)O)C=C(C=C1)Cl (2,5-dichlorobenzoic acid), ClC=1C=C(C=CC1)O (m-chlorophenol), [H-].[Na+] (sodium hydride). Solvent: C1(=CC=CC=C1)C (toluene). Product: ClC=1C=C(C(=O)O)C(=CC1)OC1=CC(=CC=C1)Cl (3-Chloro-6-(3'-chlorophenoxy)benzoic Acid). Reaction SMILES: Cl[C:2]1[CH:10]=[CH:9][C:8]([Cl:11])=[CH:7][C:3]=1[C:4]([OH:6])=[O:5].[Cl:12][C:13]1[CH:14]=[C:15]([OH:19])[CH:16]=[CH:17][CH:18]=1.[H-].[Na+]>C1(C)C=CC=CC=1>[Cl:11][C:8]1[CH:7]=[C:3]([C:2]([O:19][C:15]2[CH:16]=[CH:17][CH:18]=[C:13]([Cl:12])[CH:14]=2)=[CH:10][CH:9]=1)[C:4]([OH:6])=[O:5] |f:2.3|. Procedure: To a solution of 2,5-dichlorobenzoic acid (5.0 g) and m-chlorophenol (3.35 g) in dry toluene (100 mls) was added sodium hydride (1.25 g) under dry nitrogen. Cuprous bromide (3.0 g) was then added and the mixture stirred under reflux for 3 hrs. The toluene was then removed by distillation under reduced pressure and the residue acidified with dilute hydrochloric acid and extracted with diethyl ether. The ethereal extracts were then washed with water and dried over magnesium sulphate. The ether was... Reported procedure: A mixture of p-bromophenol (2.61 g; 15.1 mmol), bromoacetonitrile (1.11 mL; 15.9 mmol), and Cs2CO3 (7.40 g; 22.7 mmol) in anhyd MeCN (25 mL) was heated at 80° C., under N2 overnight. The mixture was cooled, filtered through a pad of Celite and concentrated in vacuo. The residue was dissolved in a minimal amount of EtOAc/hexanes and filtered through a short pad of silica gel (EtOAc/hexanes eluent), affording the title compound as a colorless, waxy solid which was used without further purification... RXN SMILES: [CH:1]1[C:6]([OH:7])=[CH:5][CH:4]=[C:3]([Br:8])[CH:2]=1.Br[CH2:10][C:11]#[N:12].C([O-])([O-])=O.[Cs+].[Cs+]>CC#N>[Br:8][C:3]1[CH:4]=[CH:5][C:6]([O:7][CH2:10][C:11]#[N:12])=[CH:1][CH:2]=1 |f:2.3.4|. The solvent is CC#N (MeCN). The product is BrC1=CC=C(C=C1)OCC#N ([(4-Bromophenyl)oxy]acetonitrile). The reactants are C1=CC(=CC=C1O)Br (p-bromophenol), BrCC#N (bromoacetonitrile), C(=O)([O-])[O-].[Cs+].[Cs+] (Cs2CO3). Reaction conditions: temperature 80 celsius. The reactants are CC1(NC(CC(=C1)N1CCCCC1)(C)C)C (1,2,5,6-tetrahydro-2,2,6,6-tetramethyl-4-piperidinopyridine), C(C=C)Br (allyl bromide). The solvent is C(Cl)(Cl)Cl (chloroform). Reaction conditions: time 24 hour. Yields the product C(C=C)C1C(=CC(NC1(C)C)(C)C)N1CCCCC1 (5-allyl-1,2,5,6-tetrahydro-2,2,6,6-tetramethyl-4-piperidinopyridine). As a reaction SMILES: [CH3:1][C:2]1([CH3:16])[CH:7]=[C:6]([N:8]2[CH2:13][CH2:12][CH2:11][CH2:10][CH2:9]2)[CH2:5][C:4]([CH3:15])([CH3:14])[NH:3]1.[CH2:17](Br)[CH:18]=[CH2:19]>C(Cl)(Cl)Cl>[CH2:19]([CH:7]1[C:2]([CH3:16])([CH3:1])[NH:3][C:4]([CH3:15])([CH3:14])[CH:5]=[C:6]1[N:8]1[CH2:13][CH2:12][CH2:11][CH2:10][CH2:9]1)[CH:18]=[CH2:17]. Reported procedure: 2.2 of the 1,2,5,6-tetrahydro-2,2,6,6-tetramethyl-4-piperidinopyridine thus obtained and 1.2 g of allyl bromide were dissolved in 3 ml of chloroform and the solution was allowed to stand for 24 hours at room temperature. The crystals which precipitated were filtered off, washed with hexane and dissolved in 4 ml of concentrated aqueous ammonia; the solution was then extracted with hexane. The extract was dried over potassium carbonate and, after removing the hexane, 1.3 g of 5-allyl-1,2,5,6-tetra... Reactants: [Li+].[OH-] (LiOH), C(C)OC(=O)C=1NC(N(C1C1=CC=CC=C1)C1CN(CCC1)C(=O)OCC1=CC=CC=C1)=O (benzyl 3-(4-(ethoxycarbonyl)-2-oxo-5-phenyl-2,3-dihydro-1H-imidazol-1-yl)piperidine-1-carboxylate), Cl (HCl). Run in O1CCOCC1 (dioxane). Conditions: temperature 55 celsius. The product is C(C1=CC=CC=C1)OC(=O)N1CC(CCC1)N1C(NC(=C1C1=CC=CC=C1)C(=O)O)=O (1-(1-(benzyloxycarbonyl)piperidin-3-yl)-2-oxo-5-phenyl-2,3-dihydro-1H-imidazole-4-carboxylic acid). As a reaction SMILES: [Li+].[OH-].C([O:5][C:6]([C:8]1[NH:9][C:10](=[O:35])[N:11]([CH:19]2[CH2:24][CH2:23][CH2:22][N:21]([C:25]([O:27][CH2:28][C:29]3[CH:34]=[CH:33][CH:32]=[CH:31][CH:30]=3)=[O:26])[CH2:20]2)[C:12]=1[C:13]1[CH:18]=[CH:17][CH:16]=[CH:15][CH:14]=1)=[O:7])C.Cl>O1CCOCC1>[CH2:28]([O:27][C:25]([N:21]1[CH2:22][CH2:23][CH2:24][CH:19]([N:11]2[C:12]([C:13]3[CH:18]=[CH:17][CH:16]=[CH:15][CH:14]=3)=[C:8]([C:6]([OH:7])=[O:5])[NH:9][C:10]2=[O:35])[CH2:20]1)=[O:26])[C:29]1[CH:34]=[CH:33][CH:32]=[CH:31][CH:30]=1 |f:0.1|. Reported procedure: (2.6 g, 5.78 mmol) prepared in the previous step was combined with 26 mL of dioxane and 29 mL of 1N LiOH. The mixture was heated at 55° C. overnight. After the disappearance of 16D as monitored by LC/MS, the reaction was cooled to RT and approximately 50 mL of 1N HCl was added directly. The aqueous mixture was extracted with ethyl acetate (3×40 mL), washed with brine, dried over MgSO4, and concentrated in vacuo to afford 1-(1-(benzyloxycarbonyl)piperidin-3-yl)-2-oxo-5-phenyl-2,3-dihydro-1H-imida... Starting materials: CC(CCCCCC)OC(=O)C1=CC=C(C=C1)C1=CC=C(C=C1)OCC1=CC=CC=C1 (4'-benzyloxybiphenyl-4-carboxylic acid 1-methylheptyl ester). The reagents and catalysts are [Pd] (palladium/carbon). The solvent is C(C)O (ethanol). Product: OC1=CC=C(C=C1)C1=CC=C(C=C1)C(=O)OC(CCCCCC)C (4'-hydroxy-4-(1-methyl-heptyloxycarbonyl)biphenyl). Isolated yield 80.1%. Reaction SMILES: [CH3:1][CH:2]([O:9][C:10]([C:12]1[CH:17]=[CH:16][C:15]([C:18]2[CH:23]=[CH:22][C:21]([O:24]CC3C=CC=CC=3)=[CH:20][CH:19]=2)=[CH:14][CH:13]=1)=[O:11])[CH2:3][CH2:4][CH2:5][CH2:6][CH2:7][CH3:8]>C(O)C.[Pd]>[OH:24][C:21]1[CH:20]=[CH:19][C:18]([C:15]2[CH:16]=[CH:17][C:12]([C:10]([O:9][CH:2]([CH3:1])[CH2:3][CH2:4][CH2:5][CH2:6][CH2:7][CH3:8])=[O:11])=[CH:13][CH:14]=2)=[CH:23][CH:22]=1. Procedure details: Next, S(+)-2-octanol (50 g, 0.38 mol) was dissolved in dry pyridine (150 ml), and to the solution was dropwise added under cooling, a solution of 4'-benzyloxybiphenyl-4-carboxylic chloride (112 g, 0.35 mol) dissolved in dry toluene (150 ml), followed by agitating the mixture at about 50°-60° C. for 2 hours, thereafter adding water (300 ml) and toluene (300 ml), agitating the mixture, washing the separated toluene layer with 6N-HCl, then with 2N-NaOH aqueous solution and further with water until ... As a reaction SMILES: [C:23]([OH:24])(=[O:25])[CH3:26].[CH3:27][NH2:28].[CH:1]([c:2]1[cH:3][cH:4][cH:5][cH:6][cH:7]1)([c:8]1[cH:9][cH:10][cH:11][cH:12][cH:13]1)[N:14]1[CH2:15][CH:16]([O:18][S:19]([CH3:20])(=[O:21])=[O:22])[CH2:17]1>>[CH:1]([c:2]1[cH:3][cH:4][cH:5][cH:6][cH:7]1)([c:8]1[cH:9][cH:10][cH:11][cH:12][cH:13]1)[N:14]1[CH2:15][CH:16]([NH:28][CH3:27])[CH2:17]1. The product is CNC1CN(C(c2ccccc2)c2ccccc2)C1. The reactants are CC(=O)O, CN, CS(=O)(=O)OC1CN(C(c2ccccc2)c2ccccc2)C1. Starting materials: C(C1=CC=CC=C1)(=O)Cl (benzoyl chloride), C1(CCCCCN1)=O (caprolactam). Yields the product C(C1=CC=CC=C1)(=O)C1C(=O)NCCCC1 (Benzoylcaprolactam). Isolated yield 95.0%. RXN SMILES: [C:1](Cl)(=[O:8])[C:2]1[CH:7]=[CH:6][CH:5]=[CH:4][CH:3]=1.[C:10]1(=[O:17])[NH:16][CH2:15][CH2:14][CH2:13][CH2:12][CH2:11]1>>[C:1]([CH:11]1[CH2:12][CH2:13][CH2:14][CH2:15][NH:16][C:10]1=[O:17])(=[O:8])[C:2]1[CH:7]=[CH:6][CH:5]=[CH:4][CH:3]=1. Reported procedure: The title compound is prepared in a yield of 95% from benzoyl chloride and caprolactam as in Example 1. The purity of the product is 98%.